This data is from the Open Reaction Database (ORD), a public repository of structured organic reaction records. The task is: describe an organic reaction: reactants, conditions, products, and yield Starting materials: Cl (hydrochloride), O=S1(CCN(CC1)C(=O)Cl)=O (1,1-dioxo-1λ6-thiomorpholine-4-carbonyl chloride), C(C)(C)N(C(C)C)CC (N,N-diisopropylethylamine), C(C)(C)(C)C1=CC(=NO1)NC(=O)[C@H]1NCCC1 ((S)-pyrrolidine-2-carboxylic acid (5-tert-butyl-isoxazol-3-yl)-amide). The solvent is O1CCCC1 (tetrahydrofuran), C(C)(=O)OCC (ethyl acetate). Conditions: time 3 hour. The product is C(C)(C)(C)C1=CC(=NO1)NC(=O)[C@H]1N(CCC1)C(=O)N1CCS(CC1)(=O)=O ((S)-1-(1,1-dioxo-1λ6-thiomorpholine-4-carbonyl)-pyrrolidine-2-carboxylic acid (5-tert-butyl-isoxazol-3-yl)-amide). Reaction SMILES: [C:1]([C:5]1[O:9][N:8]=[C:7]([NH:10][C:11]([C@@H:13]2[CH2:17][CH2:16][CH2:15][NH:14]2)=[O:12])[CH:6]=1)([CH3:4])([CH3:3])[CH3:2].Cl.[O:19]=[S:20]1(=[O:29])[CH2:25][CH2:24][N:23]([C:26](Cl)=[O:27])[CH2:22][CH2:21]1.C(N(CC)C(C)C)(C)C>O1CCCC1.C(OCC)(=O)C>[C:1]([C:5]1[O:9][N:8]=[C:7]([NH:10][C:11]([C@@H:13]2[CH2:17][CH2:16][CH2:15][N:14]2[C:26]([N:23]2[CH2:24][CH2:25][S:20](=[O:29])(=[O:19])[CH2:21][CH2:22]2)=[O:27])=[O:12])[CH:6]=1)([CH3:4])([CH3:2])[CH3:3]. Procedure details: To a solution of (S)-pyrrolidine-2-carboxylic acid (5-tert-butyl-isoxazol-3-yl)-amide; hydrochloride (0.092 g; 0.337 mmol) in tetrahydrofuran (2.5 mL) is added 1,1-dioxo-1λ6-thiomorpholine-4-carbonyl chloride (0.067 g; 0.337 mmol) and N,N-diisopropylethylamine (0.123 mL; 0.708 mmol). The mixture is stirred at room temperature for 3 hours before diluting with ethyl acetate and washing with 1N hydrochloric acid and brine. The organics are concentrated in vacuo and purified by preparatory HPLC. The... Reactants: Cc1ccccc1C1CC(=O)c2c(C)coc2C1, CCO, Cl, Cl, N=C(N)NN, O. Yields the product Cc1ccccc1C1CC(=NNC(=N)N)c2c(C)coc2C1, Cl. RXN SMILES: [CH3:1][c:2]1[cH:3][o:4][c:5]2[c:6]1[C:7](=[O:18])[CH2:8][CH:9]([c:11]1[c:12]([CH3:17])[cH:13][cH:14][cH:15][cH:16]1)[CH2:10]2.[CH3:27][CH2:28][OH:29].[ClH:19].[ClH:25].[NH2:20][NH:21][C:22](=[NH:23])[NH2:24].[OH2:26]>>[CH3:1][c:2]1[cH:3][o:4][c:5]2[c:6]1[C:7](=[N:20][NH:21][C:22](=[NH:23])[NH2:24])[CH2:8][CH:9]([c:11]1[c:12]([CH3:17])[cH:13][cH:14][cH:15][cH:16]1)[CH2:10]2.[ClH:19]. Reactants: CNC1=CC=CC=C1 (N-methylaniline), BrCCCCCC(=O)OCC (ethyl 6-bromohexanoate), C([O-])(O)=O.[Na+] (sodium bicarbonate). Reaction conditions: temperature 120 celsius, time 24 hour. Product: CN(C1=CC=CC=C1)CCCCCC(=O)OCC (ethyl 6-(N-methylanilino)hexanoate). Yield: 72.5%. Reaction SMILES: [CH3:1][NH:2][C:3]1[CH:8]=[CH:7][CH:6]=[CH:5][CH:4]=1.Br[CH2:10][CH2:11][CH2:12][CH2:13][CH2:14][C:15]([O:17][CH2:18][CH3:19])=[O:16].C(=O)(O)[O-].[Na+]>>[CH3:1][N:2]([CH2:10][CH2:11][CH2:12][CH2:13][CH2:14][C:15]([O:17][CH2:18][CH3:19])=[O:16])[C:3]1[CH:8]=[CH:7][CH:6]=[CH:5][CH:4]=1 |f:2.3|. Reported procedure: A mixture of N-methylaniline (25 g) and ethyl 6-bromohexanoate (50 g) was stirred at 120° C. for 24 hours. After cooling, an aqueous sodium bicarbonate was added to make the mixture alkaline. Then the resulting mixture was extracted with ethyl acetate, washed with brine and dried over anhydrous sodium sulfate. The mixture was concentrated under reduced pressure and distilled to obtain ethyl 6-(N-methylanilino)hexanoate (40.5 g). The reactants are [N+](=O)([O-])C1=CC=C(C=C1)O (4-nitrophenol), ClCCC(=O)O (3-chloropropionic acid), [OH-].[K+] (potassium hydroxide), Cl (HCl). The solvent is O (water), C(C)O (ethanol). Yields the product [N+](=O)([O-])C1=CC=C(OCCC(=O)O)C=C1 (3-(4-Nitrophenoxy)propanoic Acid). Yield: 25.0%. As a reaction SMILES: [N+:1]([C:4]1[CH:9]=[CH:8][C:7]([OH:10])=[CH:6][CH:5]=1)([O-:3])=[O:2].Cl[CH2:12][CH2:13][C:14]([OH:16])=[O:15].[OH-].[K+].Cl>O.C(O)C>[N+:1]([C:4]1[CH:9]=[CH:8][C:7]([O:10][CH2:12][CH2:13][C:14]([OH:16])=[O:15])=[CH:6][CH:5]=1)([O-:3])=[O:2] |f:2.3|. Reported procedure: A mixture of 4-nitrophenol (14.0 g., 0.10 mol), 3-chloropropionic acid (10.8 g., 0.10 mol) and potassium hydroxide (11.2 g., 0.20 mol) in water and ethanol is heated at reflux temperature for 2 hours, cooled to ambient temperature, acidified with concentrated HCl to pH˜1, and extracted with ethyl acetate. The organic phase is washed with a saturated aqueous solution of sodium bicarbonate. The aqueous bicarbonate phase is acidified with concentrated hydrochloric acid, and extracted with ethyl ace...